Dataset: the Open Reaction Database (ORD), a public repository of structured organic reaction records. Task: describe an organic reaction: reactants, conditions, products, and yield Reactants: O1CCCC1 (tetrahydrofuran), ice, Cl (HCl), Cl.COC([C@H](N)CC1=CNC2=CC=CC=C12)=O (D-tryptophan methyl ester hydrochloride), C(C)(C)(C)O (tert-butanol), BOC-anhydride, C(C)(C)N(CC)C(C)C (diisopropylethylamine), O1CCCC1 (tetrahydrofuran). Reaction conditions: time 2 hour. Yields the product COC([C@H](NC(=O)OC(C)(C)C)CC1=CNC2=CC=CC=C12)=O (tert-Butyloxycarbonyl-D-tryptophan methyl ester). Reaction SMILES: [C:1]([OH:5])([CH3:4])([CH3:3])[CH3:2].C(N(C(C)C)CC)(C)C.Cl.[CH3:16][O:17][C:18](=[O:31])[C@@H:19]([CH2:21][C:22]1[C:30]2[C:25](=[CH:26][CH:27]=[CH:28][CH:29]=2)[NH:24][CH:23]=1)[NH2:20].Cl.[O:33]1CCC[CH2:34]1>>[CH3:16][O:17][C:18](=[O:31])[C@@H:19]([CH2:21][C:22]1[C:30]2[C:25](=[CH:26][CH:27]=[CH:28][CH:29]=2)[NH:24][CH:23]=1)[NH:20][C:34]([O:5][C:1]([CH3:4])([CH3:3])[CH3:2])=[O:33] |f:2.3|. Procedure: 10 g of tert-butanol, 10.1 g of BOC-anhydride and 12.27 g of diisopropylethylamine dissolved in 30 ml of tetrahydrofuran are added at 0° to a suspension of 12.12 g of D-tryptophan methyl ester hydrochloride in 80 ml of abs. tetrahydrofuran. After being stirred for two hours at room temperature, the reaction mixture is poured into ice/470 ml of 0.3N HCl and extracted three times with ethyl acetate. The combined organic phases are washed once with water and twice with sat. NaCl solution, dried (Mg... RXN SMILES: [C:1]([NH:9][CH2:10][C:11]1([CH2:20][OH:21])[CH:16]([OH:17])[CH:15]([OH:18])[CH:14]([OH:19])[CH2:13][NH:12]1)(=[O:8])[C:2]1[CH:7]=[CH:6][CH:5]=[CH:4][CH:3]=1.C([BH3-])#N.[Na+].[C:26](O)(=O)[CH3:27]>CO.O>[CH2:1]([N:12]1[CH2:13][CH:14]([OH:19])[CH:15]([OH:18])[CH:16]([OH:17])[C:11]1([CH2:10][NH:9][C:1](=[O:8])[C:2]1[CH:7]=[CH:6][CH:5]=[CH:4][CH:3]=1)[CH2:20][OH:21])[CH2:2][CH2:3][CH2:4][CH2:5][CH2:6][CH2:7][CH2:26][CH3:27] |f:1.2|. Procedure: 2.96 g of 2-benzoylaminomethyl-2-hydroxymethyl-3,4,5-trihydroxypiperidine (Example 3) are dissolved in a mixture of 40 ml of methanol, 2 ml of water and 2.7 ml of acetic acid, and 5.7 ml of nonylaldehyde are added. The solution is cooled to 5° C. in an ice-bath; 1.35 g of sodium cyanoborohydride are then added. The mixture is stirred for 30 minutes, whilst cooling, and then at room temperature for 24 hours. It is concentrated, the residue is dissolved in 30 ml of methanol/water 6:1 and the solut... Solvent: CO (methanol), O (water), nonylaldehyde. Starting materials: C(C1=CC=CC=C1)(=O)NCC1(NCC(C(C1O)O)O)CO (2-benzoylaminomethyl-2-hydroxymethyl-3,4,5-trihydroxypiperidine), C(C)(=O)O (acetic acid), C(#N)[BH3-].[Na+] (sodium cyanoborohydride). Reaction conditions: temperature 5 celsius, time 30 minute. The product is C(CCCCCCCC)N1C(C(C(C(C1)O)O)O)(CO)CNC(C1=CC=CC=C1)=O (N-Nonyl-2-benzoylaminomethyl-2-hydroxymethyl-3,4,5-trihydroxypiperidine). Starting materials: [Al+3], [H-], [H-], [H-], [H-], [Li+], C1CCOC1, C1COCCO1, CCOC(=O)c1cccc(-n2cnnc2)c1. Yields the product OCc1cccc(-n2cnnc2)c1. Reaction SMILES: [Al+3:18].[H-:17].[H-:20].[H-:21].[H-:22].[Li+:19].[O:23]1[CH2:24][CH2:25][CH2:26][CH2:27]1.[O:28]1[CH2:29][CH2:30][O:31][CH2:32][CH2:33]1.[n:1]1(-[c:6]2[cH:7][c:8]([C:9](=[O:10])[O:11][CH2:12][CH3:13])[cH:14][cH:15][cH:16]2)[cH:2][n:3][n:4][cH:5]1>>[n:1]1(-[c:6]2[cH:7][c:8]([CH2:9][OH:10])[cH:14][cH:15][cH:16]2)[cH:2][n:3][n:4][cH:5]1. The reactants are CN(C)C=O, CC(=O)O, O=[N+]([O-])c1ccccc1F, [H-], [Na+], O, O=c1[nH]c2ccccc2o1. Yields the product O=c1oc2ccccc2n1-c1ccccc1[N+](=O)[O-]. As a reaction SMILES: [CH3:24][N:25]([CH3:26])[CH:27]=[O:28].[CH3:29][C:30](=[O:31])[OH:32].[F:11][c:12]1[c:13]([N+:18](=[O:19])[O-:20])[cH:14][cH:15][cH:16][cH:17]1.[H-:21].[Na+:22].[OH2:23].[o:1]1[c:2](=[O:10])[nH:3][c:4]2[c:5]1[cH:6][cH:7][cH:8][cH:9]2>>[o:1]1[c:2](=[O:10])[n:3](-[c:12]2[c:13]([N+:18](=[O:19])[O-:20])[cH:14][cH:15][cH:16][cH:17]2)[c:4]2[c:5]1[cH:6][cH:7][cH:8][cH:9]2. Reaction SMILES: [C:1]([NH:4][C:5]1[CH:10]=[CH:9][C:8]([C:11]2[CH:15]=[CH:14][O:13][CH:12]=2)=[CH:7][C:6]=1[N+:16]([O-:18])=[O:17])(=O)[CH3:2].I[C:20]1[CH:21]=[C:22](C=C[CH:28]=1)[C:23]([OH:25])=[O:24].C(=O)([O-])[O-].[K+].[K+].O>CN1CCCC1=O>[C:23]([C:22]1[CH:2]=[C:1]([NH:4][C:5]2[CH:10]=[CH:9][C:8]([C:11]3[CH:15]=[CH:14][O:13][CH:12]=3)=[CH:7][C:6]=2[N+:16]([O-:18])=[O:17])[CH:28]=[CH:20][CH:21]=1)([OH:25])=[O:24] |f:2.3.4|. Run in CN1C(CCC1)=O (N-methyl-2-pyrrolidone). Product: C(=O)(O)C=1C=C(C=CC1)NC1=C(C=C(C=C1)C1=COC=C1)[N+](=O)[O-] (N-(3-Carboxyphenyl)-4-(3-furanyl)-2-nitroaniline). Reported procedure: A mixture of 1e from Example 19 (5 g, 24.5 mmol), 3-iodobenzoic acid (6.69 g, 27 mmol), potassium carbonate (3.79 g, 27.5 mmol) and a catalytic amount of copper-bronze in 30 ml dry N-methyl-2-pyrrolidone is heated to 180° C. overnight. After cooling water is added and the mixture is washed twice with ethyl acetate. The aqueous phase is rendered acidic with diluted hydrochloric acid and the oily precipitate is filtered off. This precipitate is extracted with ethyl acetate, and the extract is puri... Starting materials: C(C)(=O)NC1=C(C=C(C=C1)C1=COC=C1)[N+](=O)[O-] (N-Acetyl 4-(3-furanyl)-2-nitroaniline), IC=1C=C(C(=O)O)C=CC1 (3-iodobenzoic acid), C([O-])([O-])=O.[K+].[K+] (potassium carbonate), copper bronze, O (water).